From a dataset of the Open Reaction Database (ORD), a public repository of structured organic reaction records. describe an organic reaction: reactants, conditions, products, and yield The reactants are C(C=C)(=O)OCC (Ethyl acrylate), BrC=1C(=NN(C1C1=CC=C(C=C1)F)C1=NC=CC=N1)C(C)C (2-[4-bromo-5-(4-fluorophenyl)-3-(1-methylethyl)-1H-pyrazol-1-yl]pyrimidine). Reagents/catalysts: [Pd](Cl)Cl.C1(=CC=CC=C1)P(C1=CC=CC=C1)C1=CC=CC=C1.C1(=CC=CC=C1)P(C1=CC=CC=C1)C1=CC=CC=C1 (bis-(triphenylphosphine) palladium (II) chloride). The solvent is CCOCC (ether), O (water), CN(C)C=O (DMF), CCN(CC)CC (Et3N). Yields the product FC1=CC=C(C=C1)C1=CC(=NN1C1=NC=CC=N1)C(C)C.C(C=C)(=O)OCC (5-(4-Fluorophenyl)-3-(1-methylethyl)-1-(2-pyrimidinyl)-1H-pyrazole 2-propenoic acid, ethyl ester). As a reaction SMILES: [C:1]([O:5][CH2:6][CH3:7])(=[O:4])[CH:2]=[CH2:3].Br[C:9]1[C:10]([CH:27]([CH3:29])[CH3:28])=[N:11][N:12]([C:21]2[N:26]=[CH:25][CH:24]=[CH:23][N:22]=2)[C:13]=1[C:14]1[CH:19]=[CH:18][C:17]([F:20])=[CH:16][CH:15]=1>CN(C=O)C.CCN(CC)CC.CCOCC.O.[Pd](Cl)Cl.C1(P(C2C=CC=CC=2)C2C=CC=CC=2)C=CC=CC=1.C1(P(C2C=CC=CC=2)C2C=CC=CC=2)C=CC=CC=1>[F:20][C:17]1[CH:18]=[CH:19][C:14]([C:13]2[N:12]([C:21]3[N:26]=[CH:25][CH:24]=[CH:23][N:22]=3)[N:11]=[C:10]([CH:27]([CH3:29])[CH3:28])[CH:9]=2)=[CH:15][CH:16]=1.[C:1]([O:5][CH2:6][CH3:7])(=[O:4])[CH:2]=[CH2:3] |f:6.7.8,9.10|. Procedure: Ethyl acrylate (16.2 ml, 0.15 mol) and bis-(triphenylphosphine) palladium (II) chloride (0.84 g, 0.0012 mol) in DMF (75 ml) and Et3N (75 ml) was heated together at reflux under N2 with stirring until a homogeneous solution resulted. 2-[4-Bromo-5-(4-fluorophenyl))-3-(1-methylethyl)-1H-pyrazol-1-yl]pyrimidine (3) (10.8 g, 0.03 mol) was added and the resulting solution was heated at reflux for 24 hours, during which, an additional 1 mol % of catalyst was added. The mixture was then cooled to room t... RXN SMILES: [N+:1]([O-:2])(=[O:3])[c:4]1[cH:5][c:6]([C:35](=[O:36])[NH:37][c:38]2[cH:39][c:40]([S:56](=[O:57])(=[O:58])[OH:59])[cH:41][c:42]3[cH:43][c:44]([S:52](=[O:53])(=[O:54])[OH:55])[cH:45][c:46]([S:48](=[O:49])(=[O:50])[OH:51])[c:47]23)[cH:7][c:8]([C:10](=[O:11])[NH:12][c:13]2[cH:14][c:15]([S:31](=[O:32])(=[O:33])[OH:34])[cH:16][c:17]3[cH:18][c:19]([S:27](=[O:28])(=[O:29])[OH:30])[cH:20][c:21]([S:23](=[O:24])(=[O:25])[OH:26])[c:22]23)[cH:9]1.[OH2:61].[Pd:60]>>[NH2:1][c:4]1[cH:5][c:6]([C:35](=[O:36])[NH:37][c:38]2[cH:39][c:40]([S:56](=[O:57])(=[O:58])[OH:59])[cH:41][c:42]3[cH:43][c:44]([S:52](=[O:53])(=[O:54])[OH:55])[cH:45][c:46]([S:48](=[O:49])(=[O:50])[OH:51])[c:47]23)[cH:7][c:8]([C:10](=[O:11])[NH:12][c:13]2[cH:14][c:15]([S:31](=[O:32])(=[O:33])[OH:34])[cH:16][c:17]3[cH:18][c:19]([S:27](=[O:28])(=[O:29])[OH:30])[cH:20][c:21]([S:23](=[O:24])(=[O:25])[OH:26])[c:22]23)[cH:9]1. The product is Nc1cc(C(=O)Nc2cc(S(=O)(=O)O)cc3cc(S(=O)(=O)O)cc(S(=O)(=O)O)c23)cc(C(=O)Nc2cc(S(=O)(=O)O)cc3cc(S(=O)(=O)O)cc(S(=O)(=O)O)c23)c1. Reactants: O=C(Nc1cc(S(=O)(=O)O)cc2cc(S(=O)(=O)O)cc(S(=O)(=O)O)c12)c1cc(C(=O)Nc2cc(S(=O)(=O)O)cc3cc(S(=O)(=O)O)cc(S(=O)(=O)O)c23)cc([N+](=O)[O-])c1, O, [Pd]. The reactants are CC(C)(C)NC(=O)c1ccccc1Cc1ccccc1, CC(C)(C)C(=O)Cl, [Li]CCCC, C1CCOC1. Product: CC(C)(C)NC(=O)c1ccccc1C(C(=O)C(C)(C)C)c1ccccc1. RXN SMILES: [C:1]([CH3:2])([CH3:3])([CH3:4])[NH:5][C:6](=[O:7])[c:8]1[c:9]([CH2:14][c:15]2[cH:16][cH:17][cH:18][cH:19][cH:20]2)[cH:10][cH:11][cH:12][cH:13]1.[C:26]([C:27]([CH3:28])([CH3:29])[CH3:30])(=[O:31])[Cl:32].[CH2:21]([Li:22])[CH2:23][CH2:24][CH3:25].[O:33]1[CH2:34][CH2:35][CH2:36][CH2:37]1>>[C:1]([CH3:2])([CH3:3])([CH3:4])[NH:5][C:6](=[O:7])[c:8]1[c:9]([CH:14]([c:15]2[cH:16][cH:17][cH:18][cH:19][cH:20]2)[C:26]([C:27]([CH3:28])([CH3:29])[CH3:30])=[O:31])[cH:10][cH:11][cH:12][cH:13]1. Reactants: C(C)OC(C(C)(OC1=CC=C(C=C1)OCCC=1N=C(OC1C)C1=CC(=CC=C1)OC1=C(C=CC=C1)C)C)=O (2-Methyl-2-(4-{2-[5-methyl-2-(3-o-tolyloxy-phenyl)-oxazol-4-yl]-ethoxy}-phenoxy)-propionic acid ethyl ester). Run in hexanes, CCOC(=O)C (EtOAc). Product: C(C)OC(C(C)(OC1=CC=C(C=C1)OCCC=1N=C(OC1C)C1=CC(=CC=C1)OC1=CC=CC=C1)C)=O (2-Methyl-2-(4-{2-[5-methyl-2-(3-phenoxy-phenyl)-oxazol-4-yl]-ethoxy}-phenoxy)-propionic acid ethyl ester). Reaction SMILES: [CH2:1]([O:3][C:4](=[O:38])[C:5]([CH3:37])([O:7][C:8]1[CH:13]=[CH:12][C:11]([O:14][CH2:15][CH2:16][C:17]2[N:18]=[C:19]([C:23]3[CH:28]=[CH:27][CH:26]=[C:25]([O:29][C:30]4[CH:35]=[CH:34][CH:33]=[CH:32][C:31]=4C)[CH:24]=3)[O:20][C:21]=2[CH3:22])=[CH:10][CH:9]=1)[CH3:6])[CH3:2]>CCOC(C)=O>[CH2:1]([O:3][C:4](=[O:38])[C:5]([CH3:37])([O:7][C:8]1[CH:9]=[CH:10][C:11]([O:14][CH2:15][CH2:16][C:17]2[N:18]=[C:19]([C:23]3[CH:28]=[CH:27][CH:26]=[C:25]([O:29][C:30]4[CH:31]=[CH:32][CH:33]=[CH:34][CH:35]=4)[CH:24]=3)[O:20][C:21]=2[CH3:22])=[CH:12][CH:13]=1)[CH3:6])[CH3:2]. Procedure: 2-Methyl-2-(4-{2-[5-methyl-2-(3-o-tolyloxy-phenyl)-oxazol-4-yl]-ethoxy}-phenoxy)-propionic acid ethyl ester Rf=0.45 in 1:4 EtOAc:hexanes; MS (EI) 554.1 (M+K)+, 516.1 (M+H)+.